Dataset: the Open Reaction Database (ORD), a public repository of structured organic reaction records. Task: describe an organic reaction: reactants, conditions, products, and yield Starting materials: C(CC1=CC=CC=C1)N (phenethylamine), ClC=1C2=C(N=C(N1)C=1C=NC=CC1)SC(=C2)Cl (4-chloro-2-(pyridin-3-yl)-6-chloro-thieno-[2,3-d]-pyrimidine). Product: N1=CC(=CC=C1)C=1N=C(C2=C(N1)SC(=C2)Cl)NCCC2=CC=CC=C2 (2-(pyridin-3-yl)-4-phenethylamino-6-chloro-thieno-[2,3-d]-pyrimidine). As a reaction SMILES: [CH2:1]([NH2:9])[CH2:2][C:3]1[CH:8]=[CH:7][CH:6]=[CH:5][CH:4]=1.Cl[C:11]1[C:12]2[CH:25]=[C:24]([Cl:26])[S:23][C:13]=2[N:14]=[C:15]([C:17]2[CH:18]=[N:19][CH:20]=[CH:21][CH:22]=2)[N:16]=1>>[N:19]1[CH:20]=[CH:21][CH:22]=[C:17]([C:15]2[N:16]=[C:11]([NH:9][CH2:1][CH2:2][C:3]3[CH:8]=[CH:7][CH:6]=[CH:5][CH:4]=3)[C:12]3[CH:25]=[C:24]([Cl:26])[S:23][C:13]=3[N:14]=2)[CH:18]=1. Reported procedure: With the procedure of Example 1, the reaction of phenethylamine with 4-chloro-2-(pyridin-3-yl)-6-chloro-thieno-[2,3-d]-pyrimidine yields 2-(pyridin-3-yl)-4-phenethylamino-6-chloro-thieno-[2,3-d]-pyrimidine. Starting materials: C(C1=CC=CC=C1)N1CCNCC1 (1-benzyl-piperazine), ClC1=C(C=C(C=C1)C=1C(CC(NN1)=O)C)[N+](=O)[O-] (6-(4-chloro-3-nitro-phenyl)-4,5-dihydro-5-methyl-3(2H)-pyridazinone), C(C1=CC=CC=C1)N1CCNCC1 (1-benzyl-piperazine), N1=CC=CC=C1 (pyridine), ice water. Solvent: CN(C=O)C (dimethyl formamide). Conditions: time 12 hour. The product is C(C1=CC=CC=C1)N1CCN(CC1)C1=C(C=C(C=C1)C=1C(CC(NN1)=O)C)[N+](=O)[O-] (6-[4-(4-benzyl-piperazin-1-yl)-3-nitro-phenyl]-4,5-dihydro-5-methyl-3(2H)-pyridazinone). Yield: 95.7%. As a reaction SMILES: Cl[C:2]1[CH:7]=[CH:6][C:5]([C:8]2[CH:9]([CH3:15])[CH2:10][C:11](=[O:14])[NH:12][N:13]=2)=[CH:4][C:3]=1[N+:16]([O-:18])=[O:17].[CH2:19]([N:26]1[CH2:31][CH2:30][NH:29][CH2:28][CH2:27]1)[C:20]1[CH:25]=[CH:24][CH:23]=[CH:22][CH:21]=1.N1C=CC=CC=1>CN(C)C=O>[CH2:19]([N:26]1[CH2:31][CH2:30][N:29]([C:2]2[CH:7]=[CH:6][C:5]([C:8]3[CH:9]([CH3:15])[CH2:10][C:11](=[O:14])[NH:12][N:13]=3)=[CH:4][C:3]=2[N+:16]([O-:18])=[O:17])[CH2:28][CH2:27]1)[C:20]1[CH:21]=[CH:22][CH:23]=[CH:24][CH:25]=1. Reported procedure: 16.1 g (60 mmol) of 6-(4-chloro-3-nitro-phenyl)-4,5-dihydro-5-methyl-3(2H)-pyridazinone, 15.9 g (90 mmol) of 1-benzyl-piperazine and 7.3 ml (90 mmol) of pyridine are stirred into 60 ml of dimethyl formamide at 100° C. A further 5.8 g (33 mmol) of 1-benzyl-piperazine is added after 7 hours and stirring of the reaction mixture is continued for 12 hours at 100° C. When the reaction mixture is cold it is poured out on 300 ml of ice water and the solid which precipitates is suction filtered. The aque... Isolated yield 93.2%. Procedure details: To a solution of [(1R,2S,3S,4R,5S)-2,4-diacetoxy-1-(1-acetoxyethyl)-5-[4-chloro-3-[(4-hydroxyphenyl)methyl]phenyl]-6,8-dioxabicyclo[3.2.1]octan-3-yl]acetate 31b (1.17 g, 1.98 mmol) in methanol (20 mL) was added sodium methoxide (85 mg, 1.57 mmol) at rt. The mixture was stirred at rt for 4 hours, and then acetic acid (0.1 mL) was added. The resulting mixture was concentrated in vacuo. The residue was purified by silica gel chromatography eluted with EtOAc to give the title compound 31c as a white... Solvent: CO (methanol). Run at time 4 hour. Product: ClC1=C(C=C(C=C1)[C@]12[C@@H]([C@H]([C@@H]([C@](CO1)(O2)C(C)O)O)O)O)CC2=CC=C(C=C2)O ((1R,2S,3S,4R,5S)-5-[4-chloro-3-[(4-hydroxyphenyl)methyl]phenyl]-1-(1-hydroxyethyl)-6,8-dioxabicyclo[3.2.1]octane-2,3,4-triol). Starting materials: C(C)(=O)O[C@@H]1[C@@]2(CO[C@]([C@@H]([C@H]1CC(=O)[O-])OC(C)=O)(O2)C2=CC(=C(C=C2)Cl)CC2=CC=C(C=C2)O)C(C)OC(C)=O ([(1R,2S,3S,4R,5S)-2,4-diacetoxy-1-(1-acetoxyethyl)-5-[4-chloro-3-[(4-hydroxyphenyl)methyl]phenyl]-6,8-dioxabicyclo[3.2.1]octan-3-yl]acetate), C[O-].[Na+] (sodium methoxide), C(C)(=O)O (acetic acid). As a reaction SMILES: C([O:4][C@H:5]1[C@H:11](CC([O-])=O)[C@@H:10]([O:16]C(=O)C)[C@:9]2([C:21]3[CH:26]=[CH:25][C:24]([Cl:27])=[C:23]([CH2:28][C:29]4[CH:34]=[CH:33][C:32]([OH:35])=[CH:31][CH:30]=4)[CH:22]=3)[O:20][C@@:6]1([CH:36]([O:38]C(=O)C)[CH3:37])CO2)(=O)C.[CH3:42][O-:43].[Na+].C(O)(=[O:47])C>CO>[Cl:27][C:24]1[CH:25]=[CH:26][C:21]([C@@:9]23[O:20][C@@:6]([CH:36]([OH:38])[CH3:37])([CH2:42][O:43]2)[C@@H:5]([OH:4])[C@H:11]([OH:47])[C@H:10]3[OH:16])=[CH:22][C:23]=1[CH2:28][C:29]1[CH:30]=[CH:31][C:32]([OH:35])=[CH:33][CH:34]=1 |f:1.2|. The reactants are Cc1cc(N2CCC(NC(=O)OC(C)(C)C)C2)ccc1[N+](=O)[O-], CCO, [Cl-], [Fe], [NH4+], O. Yields the product Cc1cc(N2CCC(NC(=O)OC(C)(C)C)C2)ccc1N. As a reaction SMILES: [C:1]([CH3:2])([CH3:3])([CH3:4])[O:5][C:6]([NH:7][CH:8]1[CH2:9][N:10]([c:13]2[cH:14][c:15]([CH3:22])[c:16]([N+:19]([O-:20])=[O:21])[cH:17][cH:18]2)[CH2:11][CH2:12]1)=[O:23].[CH3:26][CH2:27][OH:28].[Cl-:24].[Fe:29].[NH4+:25].[OH2:30]>>[C:1]([CH3:2])([CH3:3])([CH3:4])[O:5][C:6]([NH:7][CH:8]1[CH2:9][N:10]([c:13]2[cH:14][c:15]([CH3:22])[c:16]([NH2:19])[cH:17][cH:18]2)[CH2:11][CH2:12]1)=[O:23]. The reactants are solution, CC[O-].[Na+] (sodium ethylate), CC1(NC(CC(C1)CCCCNC1=NC(=NC(=N1)NCCCCC1CC(NC(C1)(C)C)(C)C)Cl)(C)C)C (2,4-bis[N-(2,2,6,6-tetramethyl-4-piperidinyl)butylamino]-6-chloro-1,3,5-triazine). Solvent: C1(=CC=CC=C1)C (toluene), C1(=CC=CC=C1)C (toluene). The product is C(C)OC1=NC(=NC(=N1)NCCCCC1CC(NC(C1)(C)C)(C)C)NCCCCC1CC(NC(C1)(C)C)(C)C (2-ethoxy-4,6-bis[N-(2,2,6,6-tetramethyl-4-piperidinyl)butylamino]-1,3,5-triazine). Isolated yield 74.0%. As a reaction SMILES: [CH3:1][CH2:2][O-:3].[Na+].[CH3:5][C:6]1([CH3:41])[CH2:11][CH:10]([CH2:12][CH2:13][CH2:14][CH2:15][NH:16][C:17]2[N:22]=[C:21]([NH:23][CH2:24][CH2:25][CH2:26][CH2:27][CH:28]3[CH2:33][C:32]([CH3:35])([CH3:34])[NH:31][C:30]([CH3:37])([CH3:36])[CH2:29]3)[N:20]=[C:19](Cl)[N:18]=2)[CH2:9][C:8]([CH3:40])([CH3:39])[NH:7]1>C1(C)C=CC=CC=1>[CH2:2]([O:3][C:19]1[N:20]=[C:21]([NH:23][CH2:24][CH2:25][CH2:26][CH2:27][CH:28]2[CH2:33][C:32]([CH3:34])([CH3:35])[NH:31][C:30]([CH3:37])([CH3:36])[CH2:29]2)[N:22]=[C:17]([NH:16][CH2:15][CH2:14][CH2:13][CH2:12][CH:10]2[CH2:9][C:8]([CH3:40])([CH3:39])[NH:7][C:6]([CH3:41])([CH3:5])[CH2:11]2)[N:18]=1)[CH3:1] |f:0.1|. Reported procedure: g)1. 63.5 g (0. 195 mol) of a 21% solution of sodium ethylate in toluene are added dropwise at room temperature under nitrogen to a solution of 69.7 g (0.13 mol) of 2,4-bis[N-(2,2,6,6-tetramethyl-4-piperidinyl)butylamino]-6-chloro-1,3,5-triazine [EP-A-314 472, Sankyo] in 400 ml of toluene. The reaction mixture is then refluxed for 20 hours. After cooling to room temperature, the reaction mixture is washed successively with water, 1N sodium hydrogen carbonate solution and saturated sodium chlorid... Solvent: C(C)(=O)OCC (ethyl acetate). The reactants are C(C)OC(C)=O.Cl (hydrogen chloride ethylacetate), C(C)(C)(C)OC(=O)CNCC(=O)OCN1C=C(C(C2=C(C=CC(=C12)OCCC)F)=O)C1=CC=C(C=C1)OC (5-fluoro-3-(4-methoxyphenyl)-4-oxo-8-propoxy-4H-quinolin-1-ylmethyl (tert-butoxycarbonylmethylamino)acetate). Procedure: A 4N hydrogen chloride ethylacetate solution (1 ml) was added to an ethyl acetate solution (2 ml) of 5-fluoro-3-(4-methoxyphenyl)-4-oxo-8-propoxy-4H-quinolin-1-ylmethyl (tert-butoxycarbonylmethylamino)acetate (100 mg, 0.19 mmol) and stirred at room temperature for 3 hours. The deposited insoluble matter was collected by filtration, washed with acetone, and then dried, giving a white powder of 5-fluoro-3-(4-methoxyphenyl)-4-oxo-8-propoxy-4H-quinolin-1-ylmethyl methylaminoacetate hydrochloride (78... As a reaction SMILES: C(OC(=O)C)C.[ClH:7].C(OC([CH2:15][NH:16][CH2:17][C:18]([O:20][CH2:21][N:22]1[C:31]2[C:26](=[C:27]([F:36])[CH:28]=[CH:29][C:30]=2[O:32][CH2:33][CH2:34][CH3:35])[C:25](=[O:37])[C:24]([C:38]2[CH:43]=[CH:42][C:41]([O:44][CH3:45])=[CH:40][CH:39]=2)=[CH:23]1)=[O:19])=O)(C)(C)C>C(OCC)(=O)C>[ClH:7].[CH3:15][NH:16][CH2:17][C:18]([O:20][CH2:21][N:22]1[C:31]2[C:26](=[C:27]([F:36])[CH:28]=[CH:29][C:30]=2[O:32][CH2:33][CH2:34][CH3:35])[C:25](=[O:37])[C:24]([C:38]2[CH:43]=[CH:42][C:41]([O:44][CH3:45])=[CH:40][CH:39]=2)=[CH:23]1)=[O:19] |f:0.1,4.5|. Conditions: time 3 hour. Product: Cl.CNCC(=O)OCN1C=C(C(C2=C(C=CC(=C12)OCCC)F)=O)C1=CC=C(C=C1)OC (5-fluoro-3-(4-methoxyphenyl)-4-oxo-8-propoxy-4H-quinolin-1-ylmethyl methylaminoacetate hydrochloride). Yield: 88.0%.